Dataset: the Open Reaction Database (ORD), a public repository of structured organic reaction records. Task: describe an organic reaction: reactants, conditions, products, and yield Yields the product COc1nc(C)c(I)c(C)c1C#N. RXN SMILES: [CH2:41]([Cl:42])[Cl:43].[CH3:1][O:2][c:3]1[c:4]([C:5]#[N:6])[c:7]([CH3:12])[cH:8][c:9]([CH3:11])[n:10]1.[F:13][C:14]([F:15])([F:16])[C:17]([OH:18])=[O:19].[I:20][N:21]1[C:22](=[O:23])[CH2:24][CH2:25][C:26]1=[O:27].[Na+:28].[Na+:29].[Na+:34].[Na+:35].[O-:30][C:31](=[O:32])[O-:33].[O-:36][S:37]([O-:38])(=[S:39])=[O:40]>>[CH3:1][O:2][c:3]1[c:4]([C:5]#[N:6])[c:7]([CH3:12])[c:8]([I:20])[c:9]([CH3:11])[n:10]1. Starting materials: ClCCl, COc1nc(C)cc(C)c1C#N, O=C(O)C(F)(F)F, O=C1CCC(=O)N1I, [Na+], [Na+], [Na+], [Na+], O=C([O-])[O-], O=S([O-])([O-])=S. The reactants are CCOC(=O)c1ccc2c(c1)CC(C)(C)C(c1cccc(-c3ccc(C(=O)NC(C)C)cc3)c1)N2, CO, Cl, [Na+], C1CCOC1, [OH-], O. The product is CC(C)NC(=O)c1ccc(-c2cccc(C3Nc4ccc(C(=O)O)cc4CC3(C)C)c2)cc1. As a reaction SMILES: [CH2:1]([CH3:2])[O:3][C:4](=[O:5])[c:6]1[cH:7][c:8]2[c:13]([cH:14][cH:15]1)[NH:12][CH:11]([c:16]1[cH:17][c:18](-[c:22]3[cH:23][cH:24][c:25]([C:28]([NH:29][CH:30]([CH3:31])[CH3:32])=[O:33])[cH:26][cH:27]3)[cH:19][cH:20][cH:21]1)[C:10]([CH3:34])([CH3:35])[CH2:9]2.[CH3:39][OH:40].[ClH:38].[Na+:37].[O:41]1[CH2:42][CH2:43][CH2:44][CH2:45]1.[OH-:36].[OH2:46]>>[O:3]=[C:4]([OH:5])[c:6]1[cH:7][c:8]2[c:13]([cH:14][cH:15]1)[NH:12][CH:11]([c:16]1[cH:17][c:18](-[c:22]3[cH:23][cH:24][c:25]([C:28]([NH:29][CH:30]([CH3:31])[CH3:32])=[O:33])[cH:26][cH:27]3)[cH:19][cH:20][cH:21]1)[C:10]([CH3:34])([CH3:35])[CH2:9]2.